From a dataset of the Open Reaction Database (ORD), a public repository of structured organic reaction records. describe an organic reaction: reactants, conditions, products, and yield Starting materials: CC(C)(C)[Si](C)(C)Cl, CN(C)C=O, COc1ccc(C2CCc3cc(O)ccc3C2)c(N)c1, c1c[nH]cn1. The product is COc1ccc(C2CCc3cc(O[Si](C)(C)C(C)(C)C)ccc3C2)c(N)c1. RXN SMILES: [C:26]([CH3:27])([CH3:28])([CH3:29])[Si:30]([CH3:31])([CH3:32])[Cl:33].[CH3:34][N:35]([CH3:36])[CH:37]=[O:38].[NH2:1][c:2]1[c:3]([CH:10]2[CH2:11][c:12]3[cH:13][cH:14][c:15]([OH:20])[cH:16][c:17]3[CH2:18][CH2:19]2)[cH:4][cH:5][c:6]([O:8][CH3:9])[cH:7]1.[nH:21]1[cH:22][cH:23][n:24][cH:25]1>>[NH2:1][c:2]1[c:3]([CH:10]2[CH2:11][c:12]3[cH:13][cH:14][c:15]([O:20][Si:30]([C:26]([CH3:27])([CH3:28])[CH3:29])([CH3:31])[CH3:32])[cH:16][c:17]3[CH2:18][CH2:19]2)[cH:4][cH:5][c:6]([O:8][CH3:9])[cH:7]1. Starting materials: BrCc1ccccc1, CC#N, CCN(C(C)C)C(C)C, CCCCC(F)(F)C(O)CCC1C(OC2CCCCO2)CC(O)C1CCCCCCC(=O)O. The product is CCCCC(F)(F)C(O)CCC1C(OC2CCCCO2)CC(O)C1CCCCCCC(=O)OCc1ccccc1. RXN SMILES: [Br:43][CH2:44][c:45]1[cH:46][cH:47][cH:48][cH:49][cH:50]1.[CH3:51][C:52]#[N:53].[CH:34]([N:35]([CH:36]([CH3:37])[CH3:38])[CH2:39][CH3:40])([CH3:41])[CH3:42].[F:1][C:2]([CH:3]([CH2:4][CH2:5][CH:6]1[CH:7]([CH2:19][CH2:20][CH2:21][CH2:22][CH2:23][CH2:24][C:25](=[O:26])[OH:27])[CH:8]([OH:18])[CH2:9][CH:10]1[O:11][CH:12]1[O:13][CH2:14][CH2:15][CH2:16][CH2:17]1)[OH:28])([CH2:29][CH2:30][CH2:31][CH3:32])[F:33]>>[F:1][C:2]([CH:3]([CH2:4][CH2:5][CH:6]1[CH:7]([CH2:19][CH2:20][CH2:21][CH2:22][CH2:23][CH2:24][C:25](=[O:26])[O:27][CH2:44][c:45]2[cH:46][cH:47][cH:48][cH:49][cH:50]2)[CH:8]([OH:18])[CH2:9][CH:10]1[O:11][CH:12]1[O:13][CH2:14][CH2:15][CH2:16][CH2:17]1)[OH:28])([CH2:29][CH2:30][CH2:31][CH3:32])[F:33]. Reactants: CC(NC(=O)OC(C)(C)C)C(=O)N1CCCC1C(=O)O, CC(C)COC(=O)Cl, CCOC(=O)N(C)N, CN1CCOCC1, ClC(Cl)Cl, C1CCOC1. The product is CCOC(=O)N(C)NC(=O)C1CCCN1C(=O)C(C)NC(=O)OC(C)(C)C. RXN SMILES: [C:1]([CH3:2])([CH3:3])([CH3:4])[O:5][C:6](=[O:7])[NH:8][CH:9]([CH3:10])[C:11](=[O:12])[N:13]1[CH:14]([C:15](=[O:16])[OH:17])[CH2:18][CH2:19][CH2:20]1.[CH2:28]([O:29][C:30]([Cl:31])=[O:32])[CH:33]([CH3:34])[CH3:35].[CH2:36]([CH3:37])[O:38][C:39]([N:40]([NH2:41])[CH3:42])=[O:43].[CH3:21][N:22]1[CH2:23][CH2:24][O:25][CH2:26][CH2:27]1.[CH:49]([Cl:50])([Cl:51])[Cl:52].[O:44]1[CH2:45][CH2:46][CH2:47][CH2:48]1>>[C:1]([CH3:2])([CH3:3])([CH3:4])[O:5][C:6](=[O:7])[NH:8][CH:9]([CH3:10])[C:11](=[O:12])[N:13]1[CH:14]([C:15](=[O:17])[NH:41][N:40]([C:39]([O:38][CH2:36][CH3:37])=[O:43])[CH3:42])[CH2:18][CH2:19][CH2:20]1. The reactants are CC1=NC(=NC2=CC=CC=C12)CN1C(=O)N(C=2N=C(N(C2C1=O)CC#CC)N1C[C@@H](CCC1)N1C(C=2C(C1=O)=CC(=CC2)C)=O)C (1-[(4-Methylquinazolin-2yl)methyl]-3-methyl-7-(2-butin-1yl)-8-(3(R)-4-methylphthalimidopiperidine-yl) xanthine), C(O)CN (ethanolamine). Solvent: C1(=CC=CC=C1)C (toluene). Run at temperature 92.5 celsius. Yields the product CC#CCN1C2=C(N=C1N3CCC[C@H](C3)N)N(C(=O)N(C2=O)CC=4N=C(C=5C=CC=CC5N4)C)C (linagliptin). As a reaction SMILES: [CH3:1][C:2]1[C:11]2[C:6](=[CH:7][CH:8]=[CH:9][CH:10]=2)[N:5]=[C:4]([CH2:12][N:13]2[C:22](=[O:23])[C:21]3[N:20]([CH2:24][C:25]#[C:26][CH3:27])[C:19]([N:28]4[CH2:33][CH2:32][CH2:31][C@@H:30]([N:34]5C(=O)C6=CC(C)=CC=C6C5=O)[CH2:29]4)=[N:18][C:17]=3[N:16]([CH3:46])[C:14]2=[O:15])[N:3]=1.C(CN)O>C1(C)C=CC=CC=1>[CH3:27][C:26]#[C:25][CH2:24][N:20]1[C:19]([N:28]2[CH2:29][C@H:30]([NH2:34])[CH2:31][CH2:32][CH2:33]2)=[N:18][C:17]2[N:16]([CH3:46])[C:14]([N:13]([CH2:12][C:4]3[N:3]=[C:2]([CH3:1])[C:11]4[CH:10]=[CH:9][CH:8]=[CH:7][C:6]=4[N:5]=3)[C:22](=[O:23])[C:21]1=2)=[O:15]. Procedure details: In a clean round bottom flask, 10 gm of 1-[(4-Methylquinazolin-2yl)methyl]-3-methyl-7-(2-butin-1yl)-8-(3(R)-4-methylphthalimidopiperidine-yl) xanthine and 100 ml of toluene were charged. 10 ml of ethanolamine was added to the reaction mass and heated to 90-95° C. to complete the reaction. The reaction mass was cooled to 80° C. and the layers were separated. The organic phase was distilled under vacuum to get crude linagliptin. Dry wt: 7.50 gm HPLC purity: 97.95% Impurity X: 0.69%